From a dataset of the Open Reaction Database (ORD), a public repository of structured organic reaction records. describe an organic reaction: reactants, conditions, products, and yield The reactants are Cl.N1(CCCC1)CCOC1=CC=C(C(=O)O)C=C1 (4-(2-pyrrolidinoethoxy)benzoic acid, hydrochloride), [Cl-].[Al+3].[Cl-].[Cl-] (aluminum chloride), acid chloride, C(C1=CC=CC=C1)(=O)OC=1C=CC2=C(SC(=C2)C2=CC=C(C=C2)OC(C2=CC=CC=C2)=O)C1 (6-benzoyloxy-2-(4-benzoyloxyphenyl)benzo[b]thiophene). Product: Cl.C(C1=CC=CC=C1)(=O)OC=1C=CC2=C(SC(=C2C(C2=CC=C(C=C2)OCCN2CCCC2)=O)C2=CC=C(C=C2)OC(C2=CC=CC=C2)=O)C1 (6-benzoyloxy-2-(4-benzoyloxyphenyl)-3-[4-(2-pyrrolidinoethoxy)benzoyl]benzo[b]thiophene, hydrochloride). RXN SMILES: [ClH:1].[N:2]1([CH2:7][CH2:8][O:9][C:10]2[CH:18]=[CH:17][C:13]([C:14]([OH:16])=O)=[CH:12][CH:11]=2)[CH2:6][CH2:5][CH2:4][CH2:3]1.[C:19]([O:27][C:28]1[CH:29]=[CH:30][C:31]2[CH:35]=[C:34]([C:36]3[CH:41]=[CH:40][C:39]([O:42][C:43](=[O:50])[C:44]4[CH:49]=[CH:48][CH:47]=[CH:46][CH:45]=4)=[CH:38][CH:37]=3)[S:33][C:32]=2[CH:51]=1)(=[O:26])[C:20]1[CH:25]=[CH:24][CH:23]=[CH:22][CH:21]=1.[Cl-].[Al+3].[Cl-].[Cl-]>>[ClH:1].[C:19]([O:27][C:28]1[CH:29]=[CH:30][C:31]2[C:35]([C:14](=[O:16])[C:13]3[CH:12]=[CH:11][C:10]([O:9][CH2:8][CH2:7][N:2]4[CH2:3][CH2:4][CH2:5][CH2:6]4)=[CH:18][CH:17]=3)=[C:34]([C:36]3[CH:41]=[CH:40][C:39]([O:42][C:43](=[O:50])[C:44]4[CH:45]=[CH:46][CH:47]=[CH:48][CH:49]=4)=[CH:38][CH:37]=3)[S:33][C:32]=2[CH:51]=1)(=[O:26])[C:20]1[CH:21]=[CH:22][CH:23]=[CH:24][CH:25]=1 |f:0.1,3.4.5.6,7.8|. Procedure details: An acid chloride was formed from 18.1 g. of 4-(2-pyrrolidinoethoxy)benzoic acid, hydrochloride, as described in Example 1. The acid chloride was used to acylate 20 g. of 6-benzoyloxy-2-(4-benzoyloxyphenyl)benzo[b]thiophene as described above in Example 1, using 53.2 g. of aluminum chloride. A sample of the impure product, a tan foam, was recrystallized from denatured ethanol to obtain an analytical sample, m.p. 218°-222°. Starting materials: [N+](=O)([O-])C=1C=CC2=C(C(=NCC=3N2C(=CN3)CN3C(C=2C(C3=O)=CC=CC2)=O)C2=CC=CC=C2)C1 (8-nitro-1-(phthalimidomethyl)-6-phenyl-4H-imidazo[1,2-a][1,4]-benzodiazepine), O.NN (hydrazine hydrate). The solvent is C(C)O (ethanol). Yields the product [N+](=O)([O-])C=1C=CC2=C(C(=NCC=3N2C(=CN3)CN)C3=CC=CC=C3)C1 (8-nitro-1-(aminomethyl)-6-phenyl-4H-imidazo[1,2-a][1,4]benzodiazepine). Reaction SMILES: [N+:1]([C:4]1[CH:5]=[CH:6][C:7]2[N:13]3[C:14]([CH2:17][N:18]4C(=O)C5=CC=CC=C5C4=O)=[CH:15][N:16]=[C:12]3[CH2:11][N:10]=[C:9]([C:29]3[CH:34]=[CH:33][CH:32]=[CH:31][CH:30]=3)[C:8]=2[CH:35]=1)([O-:3])=[O:2].O.NN>C(O)C>[N+:1]([C:4]1[CH:5]=[CH:6][C:7]2[N:13]3[C:14]([CH2:17][NH2:18])=[CH:15][N:16]=[C:12]3[CH2:11][N:10]=[C:9]([C:29]3[CH:34]=[CH:33][CH:32]=[CH:31][CH:30]=3)[C:8]=2[CH:35]=1)([O-:3])=[O:2] |f:1.2|. Procedure details: In the manner given in Example 28, 8-nitro-1-(phthalimidomethyl)-6-phenyl-4H-imidazo[1,2-a][1,4]-benzodiazepine is reacted at room temperature with hydrazine hydrate, dissolved in ethanol to give 8-nitro-1-(aminomethyl)-6-phenyl-4H-imidazo[1,2-a][1,4]benzodiazepine. Reactants: CO, CC(=O)Nc1cc(F)c([N+](=O)[O-])cc1F, C1CCOC1. Yields the product CCNc1cc(F)c([N+](=O)[O-])cc1F. As a reaction SMILES: [CH3:16][OH:17].[F:1][c:2]1[c:3]([NH:12][C:13]([CH3:14])=[O:15])[cH:4][c:5]([F:11])[c:6]([N+:8](=[O:9])[O-:10])[cH:7]1.[O:18]1[CH2:19][CH2:20][CH2:21][CH2:22]1>>[F:1][c:2]1[c:3]([NH:12][CH2:13][CH3:14])[cH:4][c:5]([F:11])[c:6]([N+:8](=[O:9])[O-:10])[cH:7]1. The reactants are SC1=NC(=NC2=CC=CC=C12)C (4-mercapto-2-methylquinazoline), ClCC1=NC=C(C(=C1)OC)C (2-chloromethyl-4-methoxy-5-methylpyridine). Product: COC1=CC(=NC=C1C)CSC1=NC(=NC2=CC=CC=C12)C (4-[(4-Methoxy-5-methylpyridin-2-yl)methylthio]-2-methylquinazoline). The yield is 1.5%. RXN SMILES: [SH:1][C:2]1[C:11]2[C:6](=[CH:7][CH:8]=[CH:9][CH:10]=2)[N:5]=[C:4]([CH3:12])[N:3]=1.Cl[CH2:14][C:15]1[CH:20]=[C:19]([O:21][CH3:22])[C:18]([CH3:23])=[CH:17][N:16]=1>>[CH3:22][O:21][C:19]1[C:18]([CH3:23])=[CH:17][N:16]=[C:15]([CH2:14][S:1][C:2]2[C:11]3[C:6](=[CH:7][CH:8]=[CH:9][CH:10]=3)[N:5]=[C:4]([CH3:12])[N:3]=2)[CH:20]=1. Procedure: The title compound(0.12 g) was prepared from 4-mercapto-2-methylquinazoline(4.48 g) and 2-chloromethyl-4-methoxy-5-methylpyridine(6.3 g). The reactants are CC1CCCO1, CCOC(C)=O, CN(C)CC#Cc1cc(N2C3CCC2CC3)ccc1N, O=C(O)c1c[nH]c2cccc(C(F)(F)F)c2c1=O, c1ccncc1. The product is CN(C)CC#Cc1cc(N2C3CCC2CC3)ccc1NC(=O)c1c[nH]c2cccc(C(F)(F)F)c2c1=O. Reaction SMILES: [CH3:45][CH:46]1[CH2:47][CH2:48][CH2:49][O:50]1.[CH3:51][CH2:52][O:53][C:54]([CH3:55])=[O:56].[CH:19]12[CH2:20][CH2:21][CH:22]([CH2:23][CH2:24]1)[N:25]2[c:26]1[cH:27][c:28]([C:33]#[C:34][CH2:35][N:36]([CH3:37])[CH3:38])[c:29]([NH2:30])[cH:31][cH:32]1.[O:1]=[c:2]1[c:3]([C:16](=[O:17])[OH:18])[cH:4][nH:5][c:6]2[cH:7][cH:8][cH:9][c:10]([C:12]([F:13])([F:14])[F:15])[c:11]12.[cH:39]1[cH:40][cH:41][n:42][cH:43][cH:44]1>>[O:1]=[c:2]1[c:3]([C:16](=[O:18])[NH:30][c:29]2[c:28]([C:33]#[C:34][CH2:35][N:36]([CH3:37])[CH3:38])[cH:27][c:26]([N:25]3[CH:19]4[CH2:20][CH2:21][CH:22]3[CH2:23][CH2:24]4)[cH:32][cH:31]2)[cH:4][nH:5][c:6]2[cH:7][cH:8][cH:9][c:10]([C:12]([F:13])([F:14])[F:15])[c:11]12. Starting materials: C#CCN1C(=O)CCc2ccccc21, Fc1ccccc1C1=NCc2nnc(C(F)(F)F)n2-c2ccc(I)cc21. The product is O=C1CCc2ccccc2N1CC#Cc1ccc2c(c1)C(c1ccccc1F)=NCc1nnc(C(F)(F)F)n1-2. RXN SMILES: [CH2:27]([C:28]#[CH:29])[N:30]1[C:31](=[O:40])[CH2:32][CH2:33][c:34]2[cH:35][cH:36][cH:37][cH:38][c:39]21.[F:1][c:2]1[c:3]([C:8]2=[N:9][CH2:10][c:11]3[n:12]([c:20]([C:23]([F:24])([F:25])[F:26])[n:21][n:22]3)-[c:13]3[c:14]2[cH:15][c:16]([I:19])[cH:17][cH:18]3)[cH:4][cH:5][cH:6][cH:7]1>>[F:1][c:2]1[c:3]([C:8]2=[N:9][CH2:10][c:11]3[n:12]([c:20]([C:23]([F:24])([F:25])[F:26])[n:21][n:22]3)-[c:13]3[c:14]2[cH:15][c:16]([C:29]#[C:28][CH2:27][N:30]2[C:31](=[O:40])[CH2:32][CH2:33][c:34]4[cH:35][cH:36][cH:37][cH:38][c:39]42)[cH:17][cH:18]3)[cH:4][cH:5][cH:6][cH:7]1. Starting materials: CC(=O)O (AcOH), NC=1C=C2C(=C(C(=NC2=CC1)C)C(=O)OC)C1=CC=CC=C1 (Methyl 6-amino-2-methyl-4-phenylquinoline-3-carboxylate), C1C(CC2=CC=CC=C12)=O (1H-inden-2(3H)-one), [BH-](OC(=O)C)(OC(=O)C)OC(=O)C.[Na+] (NaBH(OAc)3). Run in ClCCCl (1,2-dichloroethane). Reaction conditions: time 8 hour. The product is C1C(CC2=CC=CC=C12)NC=1C=C2C(=C(C(=NC2=CC1)C)C(=O)OC)C1=CC=CC=C1 (Methyl 6-(2,3-dihydro-1H-inden-2-ylamino)-2-methyl-4-phenylquinoline-3-carboxylate). Yield: 72.5%. RXN SMILES: CC(O)=O.[NH2:5][C:6]1[CH:7]=[C:8]2[C:13](=[CH:14][CH:15]=1)[N:12]=[C:11]([CH3:16])[C:10]([C:17]([O:19][CH3:20])=[O:18])=[C:9]2[C:21]1[CH:26]=[CH:25][CH:24]=[CH:23][CH:22]=1.[CH2:27]1[C:35]2[C:30](=[CH:31][CH:32]=[CH:33][CH:34]=2)[CH2:29][C:28]1=O.[BH-](OC(C)=O)(OC(C)=O)OC(C)=O.[Na+]>ClCCCl>[CH2:27]1[C:35]2[C:30](=[CH:31][CH:32]=[CH:33][CH:34]=2)[CH2:29][CH:28]1[NH:5][C:6]1[CH:7]=[C:8]2[C:13](=[CH:14][CH:15]=1)[N:12]=[C:11]([CH3:16])[C:10]([C:17]([O:19][CH3:20])=[O:18])=[C:9]2[C:21]1[CH:22]=[CH:23][CH:24]=[CH:25][CH:26]=1 |f:3.4|. Procedure details: A method of Abdel-Magid et al (J. Org. Chem., 61, 3849, 1996) was used: Glacial AcOH (0.2 ml) was added to a solution of the product of Step 2 (0.91 g, 3.31 mmol), 1H-inden-2(3H)-one (0.41 g, 3.31 mmol) and NaBH(OAc)3 (1.05 g, 4.9 mmol) in anhydrous 1,2-dichloroethane (12.5 ml). The resulting mixture was stirred overnight at room temperature under N2 than quenched by addition of 1N NaOH aq (1 ml). This was diluted to 60 ml with Et2O and washed with N2. The organic phase was dried over anhydrous ... Reactants: CCOc1cc(C(F)(F)F)ccc1C=CC(=O)O, Cl, CS(=O)(=O)Nc1c(F)cc(CN)cc1C(F)(F)F. Product: CCOc1cc(C(F)(F)F)ccc1C=CC(=O)NCc1cc(F)c(NS(C)(=O)=O)c(C(F)(F)F)c1. RXN SMILES: [CH2:20]([CH3:21])[O:22][c:23]1[c:24]([CH:33]=[CH:34][C:35](=[O:36])[OH:37])[cH:25][cH:26][c:27]([C:29]([F:30])([F:31])[F:32])[cH:28]1.[ClH:19].[NH2:1][CH2:2][c:3]1[cH:4][c:5]([F:18])[c:6]([NH:13][S:14](=[O:15])(=[O:16])[CH3:17])[c:7]([C:9]([F:10])([F:11])[F:12])[cH:8]1>>[NH:1]([CH2:2][c:3]1[cH:4][c:5]([F:18])[c:6]([NH:13][S:14](=[O:15])(=[O:16])[CH3:17])[c:7]([C:9]([F:10])([F:11])[F:12])[cH:8]1)[C:35]([CH:34]=[CH:33][c:24]1[c:23]([O:22][CH2:20][CH3:21])[cH:28][c:27]([C:29]([F:30])([F:31])[F:32])[cH:26][cH:25]1)=[O:36].